This data is from the Open Reaction Database (ORD), a public repository of structured organic reaction records. The task is: describe an organic reaction: reactants, conditions, products, and yield Starting materials: [OH-].[Na+] (NaOH), [OH-].[Na+] (NaOH), COC1=CC(=CC(=C1)C)OC (1,3-dimethoxy-5-methyl-benzene), C1(CCC(=O)O1)=O (succinic anhydride), [Al+3].[Cl-].[Cl-].[Cl-] (AlCl3). Solvent: [N+](=O)([O-])C1=CC=CC=C1 (nitrobenzene). Run at time 16 hour. Product: COC1=C(C(=CC(=C1)OC)C)C(CCC(=O)O)=O (4-(2,4-dimethoxy-6-methyl-phenyl)-4-oxo-butyric acid). Isolated yield 43.7%. Reaction SMILES: [CH3:1][O:2][C:3]1[CH:8]=[C:7]([CH3:9])[CH:6]=[C:5]([O:10][CH3:11])[CH:4]=1.[C:12]1(=[O:18])[O:17][C:15](=[O:16])[CH2:14][CH2:13]1.[Al+3].[Cl-].[Cl-].[Cl-].[OH-].[Na+]>[N+](C1C=CC=CC=1)([O-])=O>[CH3:11][O:10][C:5]1[CH:4]=[C:3]([O:2][CH3:1])[CH:8]=[C:7]([CH3:9])[C:6]=1[C:12](=[O:18])[CH2:13][CH2:14][C:15]([OH:17])=[O:16] |f:2.3.4.5,6.7|. Procedure: To a suspension of 1,3-dimethoxy-5-methyl-benzene (5.10 g, 33.55 mmol) and succinic anhydride (3.69 g, 36.91 mmol) in nitrobenzene (100 mL) was added AlCl3 (8.9 g, 67.10 mmol). The reaction mixture was stirred at room temperature for 16 hours then carefully poured into aqueous NaOH. The pH was adjusted to 10 with solid NaOH and the aqueous solution washed with dichloromethane. The pH of the aqueous solution was adjusted to 3 with concentrated HCl and extracted with EtOAc. The organic extracts we... The reactants are ClCC1=NC2=C(N1CC1=CC=C(C=C1)C1=C(C=CC=C1)C1=NN=NN1)C(=CC=C2)C(=O)OCC (ethyl 2-chloromethyl-1-[[2'-(1H-tetrazol-5-yl)biphenyl-4-yl]methyl]benzimidazole-7-carboxylate), CN (methylamine). The solvent is C(C)#N (acetonitrile), CO (methanol). Run at temperature 60 celsius. The product is CNCC1=NC2=C(N1CC1=CC=C(C=C1)C1=C(C=CC=C1)C1=NN=NN1)C(=CC=C2)C(=O)OCC (Ethyl 2-methylaminomethyl-1-[[2'-(1H-tetrazol-5-yl)biphenyl-4-yl]methyl]benzimidazole-7-carboxylate). Isolated yield 61.0%. As a reaction SMILES: Cl[CH2:2][C:3]1[N:7]([CH2:8][C:9]2[CH:14]=[CH:13][C:12]([C:15]3[CH:20]=[CH:19][CH:18]=[CH:17][C:16]=3[C:21]3[NH:25][N:24]=[N:23][N:22]=3)=[CH:11][CH:10]=2)[C:6]2[C:26]([C:30]([O:32][CH2:33][CH3:34])=[O:31])=[CH:27][CH:28]=[CH:29][C:5]=2[N:4]=1.[CH3:35][NH2:36]>C(#N)C.CO>[CH3:35][NH:36][CH2:2][C:3]1[N:7]([CH2:8][C:9]2[CH:14]=[CH:13][C:12]([C:15]3[CH:20]=[CH:19][CH:18]=[CH:17][C:16]=3[C:21]3[NH:25][N:24]=[N:23][N:22]=3)=[CH:11][CH:10]=2)[C:6]2[C:26]([C:30]([O:32][CH2:33][CH3:34])=[O:31])=[CH:27][CH:28]=[CH:29][C:5]=2[N:4]=1. Reported procedure: To a solution of ethyl 2-chloromethyl-1-[[2'-(1H-tetrazol-5-yl)biphenyl-4-yl]methyl]benzimidazole-7-carboxylate (0.2 g) in acetonitrile (5 ml) was added a solution of 40% methylamine in methanol (0.33 g) and the mixture was heated at 60° C. for 77 hours. The reaction solution was cooled to give pale yellow prisms (0.12 g, 61%), m.p. 248-250° C. The reactants are COC1=CC=C(C=N1)C=1N=CN(C1)CCCCN1C(C2=CC=CC=C2C1=O)=O (2-{4-[4-(6-methoxy-pyridin-3-yl)-imidazol-1-yl]-butyl}-isoindole-1,3-dione), N1C=NC(=C1)C=1C=CC(=NC1)OC (5-(1H-imidazol-4-yl)-2-methoxy-pyridine), C([O-])([O-])=O.[K+].[K+] (potassium carbonate), BrCCCCN1C(C=2C(C1=O)=CC=CC2)=O (N-(4-bromobutyl)phthalimide). Run in CN(C)C=O (DMF). Conditions: time 36 hour. Yields the product TEA, C1(NC(C2=CC=CC=C12)=O)=O (isoindole-1,3-dione). Yield: 70.0%. As a reaction SMILES: COC1N=CC(C2N=CN(CCCC[N:18]3[C:26](=[O:27])[C:25]4[C:20](=[CH:21][CH:22]=[CH:23][CH:24]=4)[C:19]3=[O:28])C=2)=CC=1.N1C=C(C2C=CC(OC)=NC=2)N=C1.C(=O)([O-])[O-].[K+].[K+].BrCCCCN1C(=O)C2=CC=CC=C2C1=O>CN(C=O)C>[C:19]1(=[O:28])[C:20]2[C:25](=[CH:24][CH:23]=[CH:22][CH:21]=2)[C:26](=[O:27])[NH:18]1 |f:2.3.4|. Procedure details: 2-{4-[4-(6-methoxy-pyridin-3-yl)-imidazol-1-yl]-butyl}-isoindole-1,3-dione. To a solution of 5-(1H-imidazol-4-yl)-2-methoxy-pyridine (6.7 g, 38.3 mmoles) in DMF (80 ml) was added potassium carbonate (26.5 g, 192 mmoles) and N-(4-bromobutyl)phthalimide (43.0 g, 153 mmoles) at room temperature under dry conditions. The solution was left stirring at room temperature for 36 hours. The reaction was filtered and the solid was washed with ethyl acetate (25 ml). The filtrate was diluted with ethyl aceta... Starting materials: C(C)OC(C[C@H](N1C(N(CCC1)CCCC1=NC=2NCCCC2C=C1)=O)C1=CC2=C(CCO2)C=C1)=O (3(S)-(2,3-dihydro-benzofuran-6-yl)-3-{2-oxo-3-[3-(5,6,7,8-tetrahydro-[1,8]naphthyridin-2-yl)-propyl]-tetrahydro-pyrimidin-1-yl}-propionic acid ethyl ester), [OH-].[Na+] (NaOH). Run in CCO (EtOH). Run at time 2 hour. The product is O1CCC2=C1C=C(C=C2)[C@H](CC(=O)O)N2C(N(CCC2)CCCC2=NC=1NCCCC1C=C2)=O (3(S)-(2,3-dihydro-benzofuran-6-yl)-3-{2-oxo-3-[3-(5,6,7,8-tetrahydro-[1,8]naphthyridin-2-yl)-propyl]-tetrahydro-pyrimidin-1-yl}-propionic acid). RXN SMILES: C([O:3][C:4](=[O:36])[CH2:5][C@@H:6]([C:27]1[CH:35]=[CH:34][C:30]2[CH2:31][CH2:32][O:33][C:29]=2[CH:28]=1)[N:7]1[CH2:12][CH2:11][CH2:10][N:9]([CH2:13][CH2:14][CH2:15][C:16]2[CH:25]=[CH:24][C:23]3[CH2:22][CH2:21][CH2:20][NH:19][C:18]=3[N:17]=2)[C:8]1=[O:26])C.[OH-].[Na+]>CCO>[O:33]1[C:29]2[CH:28]=[C:27]([C@@H:6]([N:7]3[CH2:12][CH2:11][CH2:10][N:9]([CH2:13][CH2:14][CH2:15][C:16]4[CH:25]=[CH:24][C:23]5[CH2:22][CH2:21][CH2:20][NH:19][C:18]=5[N:17]=4)[C:8]3=[O:26])[CH2:5][C:4]([OH:36])=[O:3])[CH:35]=[CH:34][C:30]=2[CH2:31][CH2:32]1 |f:1.2|. Procedure details: To a solution of 4-12 (0.20 g, 0.41 mmol) in EtOH (5 mL) was added 1N NaOH (0.5 ml, 0.5 mmol). After stirring for 2 h, the solvents were evaporated and the residue was chromatographed (silica gel, 25:10:1:1 followed by 15:10:1:1 ethyl acetate/EtOH/water/NH4OH) to give 4-13 as a white solid.